Dataset: the Open Reaction Database (ORD), a public repository of structured organic reaction records. Task: describe an organic reaction: reactants, conditions, products, and yield Starting materials: CC(=O)OC1NC(=O)C1C(C)O[Si](C)(C)C(C)(C)C, C=CCS, CO, [Na+], [OH-], O. Yields the product C=CCSC1NC(=O)C1C(C)O[Si](C)(C)C(C)(C)C. As a reaction SMILES: [C:7]([O:8][CH:11]1[CH:12]([CH:16]([CH3:17])[O:18][Si:19]([C:20]([CH3:21])([CH3:22])[CH3:23])([CH3:24])[CH3:25])[C:13](=[O:15])[NH:14]1)(=[O:9])[CH3:10].[CH2:1]([CH:2]=[CH2:3])[SH:4].[CH3:27][OH:28].[Na+:6].[OH-:5].[OH2:26]>>[CH2:1]([CH:2]=[CH2:3])[S:4][CH:11]1[CH:12]([CH:16]([CH3:17])[O:18][Si:19]([C:20]([CH3:21])([CH3:22])[CH3:23])([CH3:24])[CH3:25])[C:13](=[O:15])[NH:14]1.